describe an organic reaction: reactants, conditions, products, and yield From a dataset of the Open Reaction Database (ORD), a public repository of structured organic reaction records. Starting materials: [Al+3], O=C([O-])O, CCOC(C)=O, [H-], [H-], [H-], [H-], [Li+], [Na+], C1CCOC1, O, CC1(c2cccc(NS(C)(=O)=O)c2)C2CN(C(=O)CCc3c[nH]c4ccccc34)CC21. Product: CC1(c2cccc(NS(C)(=O)=O)c2)C2CN(CCCc3c[nH]c4ccccc34)CC21. RXN SMILES: [Al+3:33].[C:39](=[O:40])([O-:41])[OH:42].[CH3:49][CH2:50][O:51][C:52](=[O:53])[CH3:54].[H-:32].[H-:35].[H-:36].[H-:37].[Li+:34].[Na+:43].[O:44]1[CH2:45][CH2:46][CH2:47][CH2:48]1.[OH2:38].[nH:1]1[cH:2][c:3]([CH2:10][CH2:11][C:12](=[O:13])[N:14]2[CH2:15][CH:16]3[C:17]([CH3:20])([c:21]4[cH:22][c:23]([NH:27][S:28](=[O:29])(=[O:30])[CH3:31])[cH:24][cH:25][cH:26]4)[CH:18]3[CH2:19]2)[c:4]2[cH:5][cH:6][cH:7][cH:8][c:9]12>>[nH:1]1[cH:2][c:3]([CH2:10][CH2:11][CH2:12][N:14]2[CH2:15][CH:16]3[C:17]([CH3:20])([c:21]4[cH:22][c:23]([NH:27][S:28](=[O:29])(=[O:30])[CH3:31])[cH:24][cH:25][cH:26]4)[CH:18]3[CH2:19]2)[c:4]2[cH:5][cH:6][cH:7][cH:8][c:9]12. Reactants: C1(=CC=CC=C1)SCC1CC(N1)=O (4-(phenylsulfanylmethyl)azetidin-2-one), C1(=CC=CC=C1)OC(NCC1=CC=NC=C1)=O ((pyridin-4-ylmethyl)carbamic acid phenyl ester). The product is N1=CC=C(C=C1)CNC(=O)N1C(C[C@@H]1CSC1=CC=CC=C1)=O (2-oxo-4(R)-(phenylsulfanylmethyl)azetidine-1-carboxylic acid (pyridin-4-ylmethyl)amide). Reaction SMILES: [C:1]1([S:7][CH2:8][CH:9]2[NH:12][C:11](=[O:13])[CH2:10]2)[CH:6]=[CH:5][CH:4]=[CH:3][CH:2]=1.C1([O:20][C:21](=O)[NH:22][CH2:23][C:24]2[CH:29]=[CH:28][N:27]=[CH:26][CH:25]=2)C=CC=CC=1>>[N:27]1[CH:28]=[CH:29][C:24]([CH2:23][NH:22][C:21]([N:12]2[C@@H:9]([CH2:8][S:7][C:1]3[CH:6]=[CH:5][CH:4]=[CH:3][CH:2]=3)[CH2:10][C:11]2=[O:13])=[O:20])=[CH:25][CH:26]=1. Procedure details: Following the same procedure as in example 4, step D, but using 4-(phenylsulfanylmethyl)azetidin-2-one and (pyridin-4-ylmethyl)carbamic acid phenyl ester as reactants gave 2-oxo-4(R)-(phenylsulfanylmethyl)azetidine-1-carboxylic acid (pyridin-4-ylmethyl)amide as a white solid. Starting materials: C(C1=CC=CC=C1)N1C[C@@H]([C@H](C1)C1=CC(=C(C=C1)F)Cl)[C@@H](C)O ((R)-1-[(3R,4S)-1-benzyl-4-(3-chloro-4-fluoro-phenyl)-pyrrolidin-3-yl]-ethanol), C1=CC=C(C=C1)P(C2=CC=CC=C2)C3=CC=CC=C3 (PPh3), C1=CC=C(C=C1)COC(=O)/N=N/C(=O)OCC2=CC=CC=C2 (DBAD), ClC=1C=CC(=NC1)O (5-chloro-pyridin-2-ol). Procedure: To a suspension of PPh3 (PPh3 polymer bound, 3 mmol PPh3/g resin) (141 mg, 0.53 mmol) in THF (8 mL) at 0° C. were added 5-chloro-pyridin-2-ol (47 mg, 0.36 mmol) and then DBAD (90 mg, 0.39 mmol). After 5 minutes was added (R)-1-[(3R,4S)-1-benzyl-4-(3-chloro-4-fluoro-phenyl)-pyrrolidin-3-yl]-ethanol (81 mg, 0.24 mmol). The reaction mixture was stirred over night at RT, filtered on celite and concentrated under vacuo. Extraction with EtOAc/aq.NaOH 1M, followed by column chromatography (SiO2, EtOAc/... The yield is 82.3%. The product is C(C1=CC=CC=C1)N1C[C@@H]([C@H](C1)C1=CC(=C(C=C1)F)Cl)[C@H](C)OC1=NC=C(C=C1)Cl (2-{(S)-1-[(3R,4S)-1-Benzyl-4-(3-chloro-4-fluoro-phenyl)-pyrrolidin-3-yl]-ethoxy}-5-chloro-pyridine). RXN SMILES: C1C=CC(P(C2C=CC=CC=2)C2C=CC=CC=2)=CC=1.[Cl:20][C:21]1[CH:22]=[CH:23][C:24]([OH:27])=[N:25][CH:26]=1.C1C=CC(COC(/N=N/C(OCC2C=CC=CC=2)=O)=O)=CC=1.[CH2:50]([N:57]1[CH2:61][C@H:60]([C:62]2[CH:67]=[CH:66][C:65]([F:68])=[C:64]([Cl:69])[CH:63]=2)[C@@H:59]([C@H:70](O)[CH3:71])[CH2:58]1)[C:51]1[CH:56]=[CH:55][CH:54]=[CH:53][CH:52]=1>C1COCC1>[CH2:50]([N:57]1[CH2:61][C@H:60]([C:62]2[CH:67]=[CH:66][C:65]([F:68])=[C:64]([Cl:69])[CH:63]=2)[C@@H:59]([C@@H:70]([O:27][C:24]2[CH:23]=[CH:22][C:21]([Cl:20])=[CH:26][N:25]=2)[CH3:71])[CH2:58]1)[C:51]1[CH:52]=[CH:53][CH:54]=[CH:55][CH:56]=1. Run in C1CCOC1 (THF). Starting materials: N[C@@H](CCC(N)=O)C(=O)O (L-glutamine), peptides, B([O-])([O-])[O-] (borate), amino acid methyl ester, C(CN(CC(=O)O)CC(=O)O)N(CC(=O)O)CC(=O)O (EDTA). The product is NCC(=O)N[C@@H](CCC(N)=O)C(=O)O (glycyl-L-glutamine), COC(CN)=O (glycine methyl ester), L-amino acid methyl ester. Reaction SMILES: [NH2:1][C@H:2]([C:8]([OH:10])=[O:9])[CH2:3][CH2:4][C:5](=[O:7])[NH2:6].B([O-])([O-])[O-].C([N:26]([CH2:31][C:32]([OH:34])=[O:33])CC(O)=O)C[N:17](CC(O)=O)[CH2:18][C:19](O)=[O:20]>>[NH2:17][CH2:18][C:19]([NH:1][C@H:2]([C:8]([OH:10])=[O:9])[CH2:3][CH2:4][C:5](=[O:7])[NH2:6])=[O:20].[CH3:2][O:34][C:32](=[O:33])[CH2:31][NH2:26]. Reported procedure: The synthesis reaction was carried out by incubating a reaction liquid containing 100 mM test amino acid methyl ester, 150 mM L-glutamine, 100 mM borate buffer (pH 9.0), 10 mM EDTA and enzyme (0.05 U/ml) for 3 hours at 25° C., followed by determination of the quantity of the produced peptides by HPLC. As a result, 52.19 mM glycyl-L-glutamine was produced in the case of using glycine methyl ester as the L-amino acid methyl ester, 5.94 mM L-valyl-L-glutamine was produced in the case of using L-val...